Task: describe an organic reaction: reactants, conditions, products, and yield. Dataset: the Open Reaction Database (ORD), a public repository of structured organic reaction records The reactants are Cc1[nH]cc(CN)c1-c1ccc(Cl)cc1C(O)c1ccccc1F, C1CCOC1. The product is Cc1[nH]cc2c1-c1ccc(Cl)cc1C(c1ccccc1F)=NC2. RXN SMILES: [NH2:1][CH2:2][c:3]1[c:4](-[c:9]2[c:10]([CH:16]([OH:17])[c:18]3[c:19]([F:24])[cH:20][cH:21][cH:22][cH:23]3)[cH:11][c:12]([Cl:15])[cH:13][cH:14]2)[c:5]([CH3:8])[nH:6][cH:7]1.[O:25]1[CH2:26][CH2:27][CH2:28][CH2:29]1>>[N:1]1=[C:16]([c:18]2[c:19]([F:24])[cH:20][cH:21][cH:22][cH:23]2)[c:10]2[c:9]([cH:14][cH:13][c:12]([Cl:15])[cH:11]2)-[c:4]2[c:3]([cH:7][nH:6][c:5]2[CH3:8])[CH2:2]1. Starting materials: BrC1=CC=C2OC=3C(=CC(=CC3[C@]3(C2=C1)N=C(OCC3)N)OC)F ((S)-7′-bromo-4′-fluoro-2′-methoxy-5,6-dihydrospiro[[1,3]oxazine-4,9′-xanthen]-2-amine), FC1=NC=CC=C1B(O)O (2-fluoropyridin-3-ylboronic acid), O1CC(=CCC1)B1OC(C(O1)(C)C)(C)C (2-(5,6-dihydro-2H-pyran-3-yl)-4,4,5,5-tetramethyl-1,3,2-dioxaborolane). The product is O1CC(=CCC1)C1=CC=2[C@]3(C4=CC(=CC=C4OC2C(=C1)F)C=1C(=NC=CC1)F)N=C(OCC3)N ((S)-2′-(5,6-dihydro-2H-pyran-3-yl)-4′-fluoro-7′-(2-fluoropyridin-3-yl)-5,6-dihydrospiro[[1,3]oxazine-4,9′-xanthen]-2-amine). As a reaction SMILES: Br[C:2]1[CH:15]=[C:14]2[C:5]([O:6][C:7]3[C:8]([F:24])=[CH:9][C:10](OC)=[CH:11][C:12]=3[C@@:13]32[CH2:20][CH2:19][O:18][C:17]([NH2:21])=[N:16]3)=[CH:4][CH:3]=1.[F:25][C:26]1[C:31](B(O)O)=[CH:30][CH:29]=[CH:28][N:27]=1.[O:35]1[CH2:40][CH2:39][CH:38]=[C:37](B2OC(C)(C)C(C)(C)O2)[CH2:36]1>>[O:35]1[CH2:40][CH2:39][CH:38]=[C:37]([C:10]2[CH:9]=[C:8]([F:24])[C:7]3[O:6][C:5]4[C:14](=[CH:15][C:2]([C:31]5[C:26]([F:25])=[N:27][CH:28]=[CH:29][CH:30]=5)=[CH:3][CH:4]=4)[C@@:13]4([CH2:20][CH2:19][O:18][C:17]([NH2:21])=[N:16]4)[C:12]=3[CH:11]=2)[CH2:36]1. Procedure: The title compound was synthesized by steps analogous to those described in method A7 above, but using intermediate 20B, 2-fluoropyridin-3-ylboronic acid and 2-(5,6-dihydro-2H-pyran-3-yl)-4,4,5,5-tetramethyl-1,3,2-dioxaborolane. Reactants: O=Cc1ccc(Br)cc1, CC(=O)O, CC1CNCC(C)O1. Yields the product CC1CN(Cc2ccc(Br)cc2)CC(C)O1. RXN SMILES: [Br:1][c:2]1[cH:3][cH:4][c:5]([CH:6]=[O:7])[cH:8][cH:9]1.[C:18]([OH:19])(=[O:20])[CH3:21].[CH3:10][CH:11]1[O:12][CH:13]([CH3:17])[CH2:14][NH:15][CH2:16]1>>[Br:1][c:2]1[cH:3][cH:4][c:5]([CH2:6][N:15]2[CH2:14][CH:13]([CH3:17])[O:12][CH:11]([CH3:10])[CH2:16]2)[cH:8][cH:9]1. The reactants are castor oil-β-naphthol, product ( b ), C1(\C=C/C(=O)O1)=O (maleic anhydride), S(=O)([O-])[O-].[Na+].[Na+] (sodium sulfite), O (water). Yields the product S(=O)(=O)(O)OC(C(C(C(=O)O)(S(=O)(=O)O)S(=O)(=O)O)(S(=O)(=O)O)S(=O)(=O)O)=O (penta-sulfosuccinic acid). RXN SMILES: [C:1]1(=[O:7])[O:6][C:4](=[O:5])[CH:3]=[CH:2]1.[S:8]([O-:11])([O-:10])=[O:9].[Na+].[Na+].[OH2:14]>>[S:8]([O:6][C:1](=[O:7])[C:2]([S:8]([OH:11])(=[O:10])=[O:9])([S:8]([OH:11])(=[O:10])=[O:9])[C:3]([S:8]([OH:11])(=[O:10])=[O:9])([S:8]([OH:11])(=[O:10])=[O:9])[C:4]([OH:14])=[O:5])([OH:11])(=[O:10])=[O:9] |f:1.2.3|. Procedure: 75 parts of castor oil-β-naphthol oxethylation product (b) are reacted with 13.1 parts of maleic anhydride, 16.8 parts of anhydrous sodium sulfite and 146.0 parts of water. The reactants are COC(=O)C1(CCN(CC1)OCC)NC(CC1=C(C=C(C=C1C)C)C)=O (1-ethoxy-4-[2-(2,4,6-trimethyl-phenyl)-acetylamino]-piperidine-4-carboxylic acid methyl ester), C[O-].[Na+] (sodium methoxide). Run in [Cl-].[Na+].O (brine), CN(C=O)C (dimethylformamide). Run at temperature 65 celsius, time 5 hour. Yields the product C(C)ON1CCC2(C(=C(C(N2)=O)C2=C(C=C(C=C2C)C)C)O)CC1 (8-ethoxy-4-hydroxy-3-(2,4,6-trimethyl-phenyl)-1,8-diaza-spiro[4.5]dec-3-en-2-one). The yield is 24.3%. As a reaction SMILES: C[O:2][C:3]([C:5]1([NH:14][C:15](=[O:26])[CH2:16][C:17]2[C:22]([CH3:23])=[CH:21][C:20]([CH3:24])=[CH:19][C:18]=2[CH3:25])[CH2:10][CH2:9][N:8]([O:11][CH2:12][CH3:13])[CH2:7][CH2:6]1)=O.C[O-].[Na+]>CN(C)C=O.[Cl-].[Na+].O>[CH2:12]([O:11][N:8]1[CH2:9][CH2:10][C:5]2([NH:14][C:15](=[O:26])[C:16]([C:17]3[C:22]([CH3:23])=[CH:21][C:20]([CH3:24])=[CH:19][C:18]=3[CH3:25])=[C:3]2[OH:2])[CH2:6][CH2:7]1)[CH3:13] |f:1.2,4.5.6|. Reported procedure: To a solution of 2.3 g of 1-ethoxy-4-[2-(2,4,6-trimethyl-phenyl)-acetylamino]-piperidine-4-carboxylic acid methyl ester in 26 ml of dimethylformamide is added 3 g of sodium methoxide. The reaction mixture is heated to 65° C. and stirred for 5 hours. The reaction mixture is poured into brine, neutralized and extracted with ethyl acetate. The organic phase is washed with brine, dried with sodium sulfate, filtered and concentrated. The residue is subjected to column chromatography (heptane/ethyl ac...